This data is from the Open Reaction Database (ORD), a public repository of structured organic reaction records. The task is: describe an organic reaction: reactants, conditions, products, and yield The reactants are C1CCOC1, COC(=O)Cc1cccc(Oc2ccc(C(F)(F)F)cc2C(OC)OC)c1, CCOC(C)=O, Cl, O. Yields the product COC(=O)Cc1cccc(Oc2ccc(C(F)(F)F)cc2C=O)c1. Reaction SMILES: [CH2:36]1[O:37][CH2:38][CH2:39][CH2:40]1.[CH3:1][O:2][C:3]([CH2:4][c:5]1[cH:6][c:7]([O:11][c:12]2[c:13]([CH:22]([O:23][CH3:26])[O:24][CH3:25])[cH:14][c:15]([C:18]([F:19])([F:20])[F:21])[cH:16][cH:17]2)[cH:8][cH:9][cH:10]1)=[O:27].[CH3:29][CH2:30][O:31][C:32]([CH3:33])=[O:34].[ClH:28].[OH2:35]>>[CH3:1][O:2][C:3]([CH2:4][c:5]1[cH:6][c:7]([O:11][c:12]2[c:13]([CH:22]=[O:23])[cH:14][c:15]([C:18]([F:19])([F:20])[F:21])[cH:16][cH:17]2)[cH:8][cH:9][cH:10]1)=[O:27].